This data is from the Open Reaction Database (ORD), a public repository of structured organic reaction records. The task is: describe an organic reaction: reactants, conditions, products, and yield Reactants: NCCCN1C[C@H](C2(CC2)CC1)O ((S)-6-(3-amino-propyl)-6-aza-spiro[2.5]octan-4-ol), BrCC=O (bromoacetaldehyde), C([O-])([O-])=O.[K+].[K+] (potassium carbonate), CCO (EtOH). Reaction conditions: temperature 150 celsius. The product is COC(CNCCCN1C[C@H](C2(CC2)CC1)O)OC ((S)-6-[3-(2,2-Dimethoxy-ethylamino)-propyl]-6-aza-spiro[2.5]octan-4-ol). RXN SMILES: [NH2:1][CH2:2][CH2:3][CH2:4][N:5]1[CH2:12][CH2:11][C:8]2([CH2:10][CH2:9]2)[C@H:7]([OH:13])[CH2:6]1.Br[CH2:15][CH:16]=[O:17].[C:18](=[O:21])([O-])[O-].[K+].[K+].[CH3:24]CO>>[CH3:18][O:21][CH:16]([O:17][CH3:24])[CH2:15][NH:1][CH2:2][CH2:3][CH2:4][N:5]1[CH2:12][CH2:11][C:8]2([CH2:10][CH2:9]2)[C@H:7]([OH:13])[CH2:6]1 |f:2.3.4|. Procedure details: A mixture of (S)-6-(3-amino-propyl)-6-aza-spiro[2.5]octan-4-ol (200 mg, 1.09 mmol), bromoacetaldehyde (183 mg, 1.09 mmol), potassium carbonate (300 mg, 2.17 mmol), and EtOH (2.5 mL) was heated at 150° C. for 20 min under microwave irradiation, then insoluble material was removed by filtration and the filtrate evaporated to afford 224 mg of a 60:40 mixture of the title compound and the tertiary amine (S)-6-{3-[bis-(2,2-dimethoxy-ethyl)-amino]-propyl}-6-aza-spiro[2.5]octan-4-ol, which was directly... Starting materials: CCOC(=O)C(NCCCNC(=O)C(CC(C)C)NC(=O)OCc1ccccc1)C(OC(C)=O)C1OC(n2ccc(=O)[nH]c2=O)C(OC(C)=O)C1OC(C)=O, CO. The product is CCOC(=O)C(NCCCNC(=O)C(N)CC(C)C)C(OC(C)=O)C1OC(n2ccc(=O)[nH]c2=O)C(OC(C)=O)C1OC(C)=O. RXN SMILES: [C:1]([CH3:2])(=[O:3])[O:4][CH:5]([CH:6]([NH:7][CH2:8][CH2:9][CH2:10][NH:11][C:12]([CH:13]([NH:14][C:15](=[O:16])[O:17][CH2:18][c:19]1[cH:20][cH:21][cH:22][cH:23][cH:24]1)[CH2:25][CH:26]([CH3:27])[CH3:28])=[O:29])[C:30](=[O:31])[O:32][CH2:33][CH3:34])[CH:35]1[O:36][CH:37]([n:48]2[c:49](=[O:55])[nH:50][c:51](=[O:54])[cH:52][cH:53]2)[CH:38]([O:44][C:45]([CH3:46])=[O:47])[CH:39]1[O:40][C:41]([CH3:42])=[O:43].[CH3:56][OH:57]>>[C:1]([CH3:2])(=[O:3])[O:4][CH:5]([CH:6]([NH:7][CH2:8][CH2:9][CH2:10][NH:11][C:12]([CH:13]([NH2:14])[CH2:25][CH:26]([CH3:27])[CH3:28])=[O:29])[C:30](=[O:31])[O:32][CH2:33][CH3:34])[CH:35]1[O:36][CH:37]([n:48]2[c:49](=[O:55])[nH:50][c:51](=[O:54])[cH:52][cH:53]2)[CH:38]([O:44][C:45]([CH3:46])=[O:47])[CH:39]1[O:40][C:41]([CH3:42])=[O:43]. Starting materials: O=C([O-])[O-], CN(C)C=O, COc1cc2c(Oc3ccc(NC(=O)Nc4ccc(F)cc4F)c(Cl)c3)ccnc2cc1O, Cl, [K+], [K+], ClCc1cccnc1. Product: COc1cc2c(Oc3ccc(NC(=O)Nc4ccc(F)cc4F)c(Cl)c3)ccnc2cc1OCc1cccnc1. As a reaction SMILES: [C:34](=[O:35])([O-:36])[O-:37].[CH3:49][N:50]([CH3:51])[CH:52]=[O:53].[Cl:1][c:2]1[c:3]([NH:22][C:23](=[O:24])[NH:25][c:26]2[c:27]([F:33])[cH:28][c:29]([F:32])[cH:30][cH:31]2)[cH:4][cH:5][c:6]([O:8][c:9]2[cH:10][cH:11][n:12][c:13]3[cH:14][c:15]([OH:21])[c:16]([O:19][CH3:20])[cH:17][c:18]23)[cH:7]1.[ClH:40].[K+:38].[K+:39].[cH:41]1[c:42]([CH2:47][Cl:48])[cH:43][cH:44][cH:45][n:46]1>>[Cl:1][c:2]1[c:3]([NH:22][C:23](=[O:24])[NH:25][c:26]2[c:27]([F:33])[cH:28][c:29]([F:32])[cH:30][cH:31]2)[cH:4][cH:5][c:6]([O:8][c:9]2[cH:10][cH:11][n:12][c:13]3[cH:14][c:15]([O:21][CH2:47][c:42]4[cH:41][n:46][cH:45][cH:44][cH:43]4)[c:16]([O:19][CH3:20])[cH:17][c:18]23)[cH:7]1. Reactants: CC(=O)Oc1ccc(C(=O)Cl)cc1, CN1CCCCC1CCc1ccccc1N, c1ccncc1. The product is CC(=O)Oc1ccc(C(=O)Nc2ccccc2CCC2CCCCN2C)cc1. Reaction SMILES: [C:17]([CH3:18])(=[O:19])[O:20][c:21]1[cH:22][cH:23][c:24]([C:25](=[O:26])[Cl:27])[cH:28][cH:29]1.[NH2:1][c:2]1[c:3]([CH2:4][CH2:5][CH:6]2[N:7]([CH3:12])[CH2:8][CH2:9][CH2:10][CH2:11]2)[cH:13][cH:14][cH:15][cH:16]1.[cH:30]1[cH:31][cH:32][n:33][cH:34][cH:35]1>>[NH:1]([c:2]1[c:3]([CH2:4][CH2:5][CH:6]2[N:7]([CH3:12])[CH2:8][CH2:9][CH2:10][CH2:11]2)[cH:13][cH:14][cH:15][cH:16]1)[C:25]([c:24]1[cH:23][cH:22][c:21]([O:20][C:17]([CH3:18])=[O:19])[cH:29][cH:28]1)=[O:26]. The reactants are CCCCCCCCCC(=O)c1ccc(OCc2ccc(C=O)cc2)c(CCC)c1O, CC(=O)[O-], CC(=O)O, O=Cc1ccccc1, [Na+], O=C1CSC(=S)N1. Yields the product CCCCCCCCCC(=O)c1ccc(OCc2ccc(C=C3SC(=S)NC3=O)cc2)c(CCC)c1O. RXN SMILES: [C:1]([CH2:2][CH2:3][CH2:4][CH2:5][CH2:6][CH2:7][CH2:8][CH2:9][CH3:10])(=[O:11])[c:12]1[c:13]([OH:31])[c:14]([CH2:28][CH2:29][CH3:30])[c:15]([O:16][CH2:17][c:18]2[cH:19][cH:20][c:21]([CH:22]=[O:23])[cH:24][cH:25]2)[cH:26][cH:27]1.[CH3:48][C:49](=[O:50])[O-:51].[CH3:52][C:53](=[O:54])[OH:55].[CH:39]([c:40]1[cH:41][cH:42][cH:43][cH:44][cH:45]1)=[O:46].[Na+:47].[S:32]1[C:33](=[S:34])[NH:35][C:36](=[O:37])[CH2:38]1>>[C:1]([CH2:2][CH2:3][CH2:4][CH2:5][CH2:6][CH2:7][CH2:8][CH2:9][CH3:10])(=[O:11])[c:12]1[c:13]([OH:31])[c:14]([CH2:28][CH2:29][CH3:30])[c:15]([O:16][CH2:17][c:18]2[cH:19][cH:20][c:21]([CH:22]=[C:38]3[S:32][C:33](=[S:34])[NH:35][C:36]3=[O:37])[cH:24][cH:25]2)[cH:26][cH:27]1. Reactants: CC(=O)OI1(C=2C=CC=CC2C(=O)O1)(OC(=O)C)OC(=O)C (Dess-Martin reagent), ClC1=CC=C(C=2N3C(=NC21)N(CCC3)C=3C(=NC(=CC3)N(C)C)C)CO ({9-chloro-1-[6-(dimethylamino)-2-methylpyridin-3-yl]-1,2,3,4-tetrahydropyrimido[1,2-a]benzimidazol-6-yl}methanol). Run in CS(=O)C (dimethyl sulfoxide), C(C)#N (acetonitrile), C(O)([O-])=O.[Na+] (sodium hydrogen carbonate). Reaction conditions: temperature 0 celsius, time 4 hour. Yields the product ClC=1C=CC(=C2N3C(=NC21)N(CCC3)C=3C(=NC(=CC3)N(C)C)C)C=O (9-Chloro-1-[6-(dimethylamino)-2-methylpyridin-3-yl]-1,2,3,4-tetrahydropyrimido[1,2-a]benzimidazole-6-carbaldehyde). Isolated yield 74.7%. RXN SMILES: CC(OI1(OC(C)=O)(OC(C)=O)OC(=O)C2C=CC=CC1=2)=O.[Cl:23][C:24]1[C:32]2[N:31]=[C:30]3[N:33]([C:37]4[C:38]([CH3:46])=[N:39][C:40]([N:43]([CH3:45])[CH3:44])=[CH:41][CH:42]=4)[CH2:34][CH2:35][CH2:36][N:29]3[C:28]=2[C:27]([CH2:47][OH:48])=[CH:26][CH:25]=1>CS(C)=O.C(#N)C.C(=O)([O-])O.[Na+]>[Cl:23][C:24]1[CH:25]=[CH:26][C:27]([CH:47]=[O:48])=[C:28]2[C:32]=1[N:31]=[C:30]1[N:33]([C:37]3[C:38]([CH3:46])=[N:39][C:40]([N:43]([CH3:45])[CH3:44])=[CH:41][CH:42]=3)[CH2:34][CH2:35][CH2:36][N:29]21 |f:4.5|. Procedure details: Dess-Martin reagent (410 mg, 0.967 mmol) was added to a stirred solution of {9-chloro-1-[6-(dimethylamino)-2-methylpyridin-3-yl]-1,2,3,4-tetrahydropyrimido[1,2-a]benzimidazol-6-yl}methanol (327 mg, 0.879 mmol) in dimethyl sulfoxide (1.0 mL) and acetonitrile (6.0 mL) at 0° C., and the mixture was stirred at 0° C. for 4 hr. The mixture was diluted with saturated aqueous sodium hydrogen carbonate, and extracted with ethyl acetate. The combined organic layer was washed with brine, dried over anhydro... Starting materials: CC1=C(C(=C2N1CCNC2=O)C)C2=NC(=NC=C2)NC2=C(C=C(C(=O)O)C=C2)OC (4-[4-(6,8-Dimethyl-1-oxo-1,2,3,4-tetrahydro-pyrrolo[1,2-a]pyrazin-7-yl)-pyrimidin-2-ylamino]-3-methoxy-benzoic acid), NC1CCN(CC1)C (4-amino-1-methylpiperidine), CN(C)C(=[N+](C)C)ON1C2=C(C=CC=C2)N=N1.[B-](F)(F)(F)F (TBTU). The product is CC1=C(C(=C2N1CCNC2=O)C)C2=NC(=NC=C2)NC=2C=C(C=CC2)CCC(=O)N(C)C (3-{3-[4-(6,8-Dimethyl-1-oxo-1,2,3,4-tetrahydro-pyrrolo[1,2-a]pyrazin-7-yl)-pyrimidin-2-ylamino]-phenyl}-N,N-dimethyl-propionamide). As a reaction SMILES: [CH3:1][C:2]1[N:6]2[CH2:7][CH2:8][NH:9][C:10](=[O:11])[C:5]2=[C:4]([CH3:12])[C:3]=1[C:13]1[CH:18]=[CH:17][N:16]=[C:15]([NH:19][C:20]2[CH:28]=[CH:27][C:23](C(O)=O)=[CH:22][C:21]=2OC)[N:14]=1.N[CH:32]1C[CH2:36][N:35]([CH3:38])[CH2:34][CH2:33]1.CN(C([O:46]N1N=NC2C=CC=CC1=2)=[N+](C)C)C.[B-](F)(F)(F)F>>[CH3:1][C:2]1[N:6]2[CH2:7][CH2:8][NH:9][C:10](=[O:11])[C:5]2=[C:4]([CH3:12])[C:3]=1[C:13]1[CH:18]=[CH:17][N:16]=[C:15]([NH:19][C:20]2[CH:28]=[C:27]([CH2:32][CH2:33][C:34]([N:35]([CH3:38])[CH3:36])=[O:46])[CH:23]=[CH:22][CH:21]=2)[N:14]=1 |f:2.3|. Reported procedure: By reaction of Example I-27 4-[4-(6,8-Dimethyl-1-oxo-1,2,3,4-tetrahydro-pyrrolo[1,2-a]pyrazin-7-yl)-pyrimidin-2-ylamino]-3-methoxy-benzoic acid and 4-amino-1-methylpiperidine as described above but using TBTU as the coupling agent.